From a dataset of the Open Reaction Database (ORD), a public repository of structured organic reaction records. describe an organic reaction: reactants, conditions, products, and yield Product: O=C(O)CCCCCNC(=O)CCCCCNC(=O)OCc1ccccc1. The reactants are O=C(O)CCCCCNC(=O)OCc1ccccc1, CCOC(=O)Cl, NCCCCCC(=O)O. As a reaction SMILES: [CH2:1]([c:2]1[cH:3][cH:4][cH:5][cH:6][cH:7]1)[O:8][C:9](=[O:10])[NH:11][CH2:12][CH2:13][CH2:14][CH2:15][CH2:16][C:17](=[O:18])[OH:19].[Cl:20][C:21]([O:22][CH2:23][CH3:24])=[O:25].[NH2:26][CH2:27][CH2:28][CH2:29][CH2:30][CH2:31][C:32](=[O:33])[OH:34]>>[CH2:1]([c:2]1[cH:3][cH:4][cH:5][cH:6][cH:7]1)[O:8][C:9](=[O:10])[NH:11][CH2:12][CH2:13][CH2:14][CH2:15][CH2:16][C:17](=[O:19])[NH:26][CH2:27][CH2:28][CH2:29][CH2:30][CH2:31][C:32](=[O:33])[OH:34]. Starting materials: C1COCCO1, CO, COC(OC)OC, COC(=O)C(CC1CCCCC1)CC(O)S(=O)(=O)[O-], Cl, [Na+]. Product: COC(=O)C(CC1CCCCC1)CC(OC)OC. RXN SMILES: [CH2:31]1[O:32][CH2:33][CH2:34][O:35][CH2:36]1.[CH3:21][OH:22].[CH3:24][O:25][CH:26]([O:27][CH3:28])[O:29][CH3:30].[CH:1]1([CH2:7][CH:8]([CH2:9][CH:10]([OH:11])[S:12]([O-:13])(=[O:14])=[O:15])[C:16](=[O:17])[O:18][CH3:19])[CH2:2][CH2:3][CH2:4][CH2:5][CH2:6]1.[ClH:23].[Na+:20]>>[CH:1]1([CH2:7][CH:8]([CH2:9][CH:26]([O:27][CH3:28])[O:29][CH3:30])[C:16](=[O:17])[O:18][CH3:19])[CH2:2][CH2:3][CH2:4][CH2:5][CH2:6]1. Product: C[C@H]1CN2C3=C(CN1)C=CC=C3NC2=O ((S)-5-Methyl-4,5,6,7-tetrahydroimidazo[4,5,1-jk][1,4]benzodiazepin-2(1H)-one). Run at temperature 0 celsius, time 10 minute. As a reaction SMILES: CN1CC[O:5][CH2:4]C1.[CH3:8][C@@H:9]1[NH:15][CH2:14][C:13]2[CH:16]=[CH:17][CH:18]=[C:19]([NH2:20])[C:12]=2[NH:11][CH2:10]1.ClC(OC(Cl)(Cl)Cl)=O>ClCCl>[CH3:8][C@@H:9]1[NH:15][CH2:14][C:13]2[CH:16]=[CH:17][CH:18]=[C:19]3[NH:20][C:4](=[O:5])[N:11]([C:12]=23)[CH2:10]1. Solvent: ClCCl (dichloromethane), ClCCl (dichloromethane). Starting materials: CN1CCOCC1 (4-methylmorpholine), C[C@H]1CNC2=C(CN1)C=CC=C2N ((S)-3-methyl-2,3,4,5-tetrahydro-(1H)-1,4-benzodiazepin-9-amine), ClC(=O)OC(Cl)(Cl)Cl (trichloromethyl chloroformate). Procedure: 300 ml of dichloromethane and 22.8 ml of 4-methylmorpholine are added to 12.7 g (0.072 mol) of (S)-3-methyl-2,3,4,5-tetrahydro-(1H)-1,4-benzodiazepin-9-amine. The mixture is then poured into a solution of 9.1 ml (0.0072 mol) of trichloromethyl chloroformate in 340 ml of dichloromethane cooled beforehand with an ice bath. The mixture is left stirring for 10 minutes at 0° C. and then for 20 minutes at room temperature. The solvent is evaporated under vacuum and the residue taken up in 200 ml of wa... Reactants: NCC(=O)O (glycine), [H][H] (hydrogen), CC(=O)CC (methylethylketone), O (H2O), C=O (formaldehyde). The reagents and catalysts are [Pd] (Pd/C). Product: CN(CC(=O)O)C(C)CC (N-Methyl N-Secondary Butyl Glycine). Reaction SMILES: [NH2:1][CH2:2][C:3]([OH:5])=[O:4].O.[CH2:7]=O.[H][H].[CH3:11][C:12]([CH2:14][CH3:15])=O>[Pd]>[CH3:7][N:1]([CH:12]([CH2:14][CH3:15])[CH3:11])[CH2:2][C:3]([OH:5])=[O:4]. Procedure details: Into a one-gallon autoclave 338 g (4.5 mole) glycine, 1 liter H2O, 10 g 10% Pd/C, and 500 g methylethylketone were combined and hydrogenated as in Example 7. At 110° C., 52.7 kg/cm2 of hydrogen was consumed in 3.5 hours. After cooling 365 g of 37% (4.5 moles) aqueous formaldehyde was added. The hydrogen pressure was maintained between 63.3 and 77.3 kg/cm2 while heating and 52.7 kg/cm2 hydrogen was consumed below 65° C. within about 1.5 hours. The resulting solution was filtered and concentrated ... Starting materials: CCC(=O)O, CCOC(C)=O, O=C(CCl)c1ccccc1, [Cu]. Yields the product CC(=O)c1ccccc1. Reaction SMILES: [CH3:11][CH2:12][C:13](=[O:14])[OH:15].[CH3:17][CH2:18][O:19][C:20](=[O:21])[CH3:22].[Cl:1][CH2:2][C:3](=[O:4])[c:5]1[cH:6][cH:7][cH:8][cH:9][cH:10]1.[Cu:16]>>[CH3:2][C:3](=[O:4])[c:5]1[cH:6][cH:7][cH:8][cH:9][cH:10]1. Reactants: C(C)(C)[C@H]1CN(CCN1)C=1C2=C(N=CN1)NC=C2C ((S)-4-(3-isopropylpiperazin-1-yl)-5-methyl-7H-pyrrolo[2,3-d]pyrimidine), BrC=1C=C(C=CC1)NC(OC1=CC=CC=C1)=NC#N (phenyl N-3-bromophenyl-N′-cyanocarbamimidate). The solvent is C(C)(C)O (isopropanol). Conditions: temperature 120 celsius. The product is BrC=1C=C(C=CC1)NC(=NC#N)N1[C@H](CN(CC1)C=1C2=C(N=CN1)NC=C2C)C(C)C ((S)—N-(3-bromophenyl)-N′-cyano-2-isopropyl-4-(5-methyl-7H-pyrrolo[2,3-d]pyrimidin-4-yl)piperazine-1-carboximidamide). The yield is 7.0%. RXN SMILES: [CH:1]([C@@H:4]1[NH:9][CH2:8][CH2:7][N:6]([C:10]2[C:11]3[C:18]([CH3:19])=[CH:17][NH:16][C:12]=3[N:13]=[CH:14][N:15]=2)[CH2:5]1)([CH3:3])[CH3:2].[Br:20][C:21]1[CH:22]=[C:23]([NH:27][C:28](=[N:36][C:37]#[N:38])OC2C=CC=CC=2)[CH:24]=[CH:25][CH:26]=1>C(O)(C)C>[Br:20][C:21]1[CH:22]=[C:23]([NH:27][C:28]([N:9]2[CH2:8][CH2:7][N:6]([C:10]3[C:11]4[C:18]([CH3:19])=[CH:17][NH:16][C:12]=4[N:13]=[CH:14][N:15]=3)[CH2:5][C@@H:4]2[CH:1]([CH3:3])[CH3:2])=[N:36][C:37]#[N:38])[CH:24]=[CH:25][CH:26]=1. Procedure details: The piperazine from step A was combined with phenyl N-3-bromophenyl-N′-cyanocarbamimidate, from example 5, step A, (40 mg, 1.2 mmol) in isopropanol in a sealed tube. The reaction was heated to 120° C., monitored by LC/MS until no starting material remained, and then concentrated under vacuum. The residue was purified by prep HPLC (Sunfire C18 5u 30×100 mm, 10% to 100% B, gradient time=13 min, flow rate=45 ml/min, wavelength=220 nm, solvent A=10 mM aq. Ammonium acetate, solvent B=acetonitrile) to... As a reaction SMILES: [Br:16][CH2:17][CH2:18][CH2:19][Cl:20].[CH2:1]([CH:2]=[CH2:3])[n:4]1[c:5](=[O:13])[nH:6][c:7]2[c:8]1[cH:9][cH:10][cH:11][cH:12]2.[Na+:15].[OH-:14].[OH2:21]>>[CH2:1]([CH:2]=[CH2:3])[n:4]1[c:5](=[O:13])[n:6]([CH2:17][CH2:18][CH2:19][Cl:20])[c:7]2[c:8]1[cH:9][cH:10][cH:11][cH:12]2. Yields the product C=CCn1c(=O)n(CCCCl)c2ccccc21. Starting materials: ClCCCBr, C=CCn1c(=O)[nH]c2ccccc21, [Na+], [OH-], O. The reactants are CCCN(CCC)CCC(=O)OC, C[O-], NCCO, [Na+], c1ccc2c(c1)Nc1ccccc1S2. Product: CCCN(CCC)CCC(=O)NCCO. Reaction SMILES: [CH2:1]([CH2:2][CH3:3])[N:4]([CH2:5][CH2:6][C:7]([O:9][CH3:8])=[O:10])[CH2:11][CH2:12][CH3:13].[CH3:14][O-:15].[NH2:17][CH2:18][CH2:19][OH:20].[Na+:16].[cH:21]1[c:22]2[c:31]([cH:32][cH:33][cH:34]1)[S:30][c:25]1[c:24]([cH:29][cH:28][cH:27][cH:26]1)[NH:23]2>>[CH2:1]([CH2:2][CH3:3])[N:4]([CH2:5][CH2:6][C:7](=[O:9])[NH:17][CH2:18][CH2:19][OH:20])[CH2:11][CH2:12][CH3:13].